From a dataset of the Open Reaction Database (ORD), a public repository of structured organic reaction records. describe an organic reaction: reactants, conditions, products, and yield Starting materials: N(=[N+]=[N-])CC1=CC=CC=2N(C(=NC21)CN2C(N(C1=C2C=CC=C1)C(C)C)=O)CCC(C)C (1-[4-azidomethyl-1-(3-methyl-butyl)-1H-benzoimidazol-2-ylmethyl]-3-isopropyl-1,3-dihydro-benzoimidazol-2-one). The reagents and catalysts are [Pd] (palladium black). Run in CO (methanol). Yields the product NCC1=CC=CC=2N(C(=NC21)CN2C(N(C1=C2C=CC=C1)C(C)C)=O)CCC(C)C (1-[4-aminomethyl-1-(3-methyl-butyl)-1H-benzoimidazol-2-ylmethyl]-3-isopropyl-1,3-dihydro-benzoimidazol-2-one). RXN SMILES: [N:1]([CH2:4][C:5]1[C:13]2[N:12]=[C:11]([CH2:14][N:15]3[C:19]4[CH:20]=[CH:21][CH:22]=[CH:23][C:18]=4[N:17]([CH:24]([CH3:26])[CH3:25])[C:16]3=[O:27])[N:10]([CH2:28][CH2:29][CH:30]([CH3:32])[CH3:31])[C:9]=2[CH:8]=[CH:7][CH:6]=1)=[N+]=[N-]>CO.[Pd]>[NH2:1][CH2:4][C:5]1[C:13]2[N:12]=[C:11]([CH2:14][N:15]3[C:19]4[CH:20]=[CH:21][CH:22]=[CH:23][C:18]=4[N:17]([CH:24]([CH3:25])[CH3:26])[C:16]3=[O:27])[N:10]([CH2:28][CH2:29][CH:30]([CH3:32])[CH3:31])[C:9]=2[CH:8]=[CH:7][CH:6]=1. Procedure: A mixture of 1-[4-azidomethyl-1-(3-methyl-butyl)-1H-benzoimidazol-2-ylmethyl]-3-isopropyl-1,3-dihydro-benzoimidazol-2-one (108 mg, 0.250 mmol) and palladium black (10 mg) in methanol (20 mL) was rocked under a hydrogen atmosphere (50 psi) for 3 hrs. The residue obtained after filtration and concentration was purified by preparative HPLC (50-70% B 20 min) to give 1-[4-aminomethyl-1-(3-methyl-butyl)-1H-benzoimidazol-2-ylmethyl]-3-isopropyl-1,3-dihydro-benzoimidazol-2-one; HCl salt as an off white ... The reactants are BrC=1C=CC2=C(C1)C1(C(N(C3=CC=CC=C13)CCCCC)=O)CO2 (5-bromo-1′-pentylspiro[1-benzofuran-3,3′-indol]-2′(1′H)-one), BrC1=CC2=C(C=C1)C1(C(N(C3=CC=CC=C13)CCCCC)=O)CO2 (6-bromo-1′-pentylspiro[1-benzofuran-3,3′-indol]-2′(1′H)-one). The product is C(CCCC)N1C(C2(C3=CC=CC=C13)COC1=C2C=C(C=C1)OC1=CC=CC=C1)=O (1′-pentyl-5-phenoxyspiro[1-benzofuran-3,3′-indol]-2′(1′H)-one). Yield: 10.0%. RXN SMILES: Br[C:2]1[CH:3]=[CH:4][C:5]2[O:24][CH2:23][C:8]3([C:16]4[C:11](=[CH:12][CH:13]=[CH:14][CH:15]=4)[N:10]([CH2:17][CH2:18][CH2:19][CH2:20][CH3:21])[C:9]3=[O:22])[C:6]=2[CH:7]=1.Br[C:26]1[CH:31]=[CH:30][C:29]2C3(C[O:48][C:28]=2[CH:27]=1)C1C(=CC=CC=1)N(CCCCC)C3=O>>[CH2:17]([N:10]1[C:11]2[C:16](=[CH:15][CH:14]=[CH:13][CH:12]=2)[C:8]2([C:6]3[CH:7]=[C:2]([O:48][C:28]4[CH:29]=[CH:30][CH:31]=[CH:26][CH:27]=4)[CH:3]=[CH:4][C:5]=3[O:24][CH2:23]2)[C:9]1=[O:22])[CH2:18][CH2:19][CH2:20][CH3:21]. Reported procedure: Following the procedure as described in EXAMPLE 36, and making non-critical variations using 5-bromo-1′-pentylspiro[1-benzofuran-3,3′-indol]-2′(1′H)-one to replace 6-bromo-1′-pentylspiro[1-benzofuran-3,3′-indol]-2′(1′H)-one, the title compound was obtained (10% yield) as a colorless oil: 1H NMR (300 MHz, CDCl3) δ 7.32-7.10 (m, 5H), 7.06-6.82 (m, 6H), 6.42 (d, 1H), 4.95 (d, 1H), 4.71 (d, 1H), 3.82-3.62 (m, 2H), 1.75-1.63 (m, 2H), 1.43-1.34 (m, 4H), 0.85 (t, 3H); MS (ES+) m/z 400.4 (M+1). Starting materials: CCO, CC(=O)N(CCC1CC1C1CCN(c2ncc(Cl)cn2)CC1)c1ccc(-n2cnnc2)cc1, [Na+], [OH-], O. Yields the product Clc1cnc(N2CCC(C3CC3CCNc3ccc(-n4cnnc4)cc3)CC2)nc1. As a reaction SMILES: [CH3:37][CH2:38][OH:39].[Cl:1][c:2]1[cH:3][n:4][c:5]([N:8]2[CH2:9][CH2:10][CH:11]([CH:14]3[CH:15]([CH2:17][CH2:18][N:19]([C:20](=[O:21])[CH3:22])[c:23]4[cH:24][cH:25][c:26](-[n:29]5[cH:30][n:31][n:32][cH:33]5)[cH:27][cH:28]4)[CH2:16]3)[CH2:12][CH2:13]2)[n:6][cH:7]1.[Na+:35].[OH-:34].[OH2:36]>>[Cl:1][c:2]1[cH:3][n:4][c:5]([N:8]2[CH2:9][CH2:10][CH:11]([CH:14]3[CH:15]([CH2:17][CH2:18][NH:19][c:23]4[cH:24][cH:25][c:26](-[n:29]5[cH:30][n:31][n:32][cH:33]5)[cH:27][cH:28]4)[CH2:16]3)[CH2:12][CH2:13]2)[n:6][cH:7]1. The reactants are [BH4-], CO, COC(=O)C1(C#N)CC12CCCC2, [H][H], [Na+]. Product: COC(=O)C1(CN)CC12CCCC2. Reaction SMILES: [BH4-:14].[CH3:18][OH:19].[CH3:1][O:2][C:3](=[O:4])[C:5]1([C:12]#[N:13])[CH2:6][C:7]12[CH2:8][CH2:9][CH2:10][CH2:11]2.[H:16][H:17].[Na+:15]>>[CH3:1][O:2][C:3](=[O:4])[C:5]1([CH2:12][NH2:13])[CH2:6][C:7]12[CH2:8][CH2:9][CH2:10][CH2:11]2. Starting materials: C[C@H]1C[C@H]2[C@@H]3CCC([C@@]3(C)CC[C@@H]2[C@]2(CCC(CC12)=O)C)=O (6α-methylandrostane-3,17-dione), Cl.Cl.N1C[C@@H](CC1)ON (3-(R)-pyrrolidinyloxyamine dihydrochloride), crude product. Solvent: O (H2O). Product: Cl.N1C[C@@H](CC1)ON=C1CC2[C@H](C[C@H]3[C@@H]4CCC([C@@]4(C)CC[C@@H]3[C@]2(CC1)C)=O)C (3-[3-(R)-Pyrrolidinyl]oxyimino-6α-methylandrostane-17-one hydrochloride). The yield is 70.0%. RXN SMILES: [CH3:1][C@@H:2]1[CH:19]2[C@:14]([CH3:21])([CH2:15][CH2:16][C:17](=O)[CH2:18]2)[C@@H:13]2[C@H:4]([C@H:5]3[C@@:9]([CH2:11][CH2:12]2)([CH3:10])[C:8](=[O:22])[CH2:7][CH2:6]3)[CH2:3]1.[ClH:23].Cl.[NH:25]1[CH2:29][CH2:28][C@@H:27]([O:30][NH2:31])[CH2:26]1>O>[ClH:23].[NH:25]1[CH2:29][CH2:28][C@@H:27]([O:30][N:31]=[C:17]2[CH2:16][CH2:15][C@@:14]3([CH3:21])[CH:19]([C@@H:2]([CH3:1])[CH2:3][C@@H:4]4[C@@H:13]3[CH2:12][CH2:11][C@@:9]3([CH3:10])[C@H:5]4[CH2:6][CH2:7][C:8]3=[O:22])[CH2:18]2)[CH2:26]1 |f:1.2.3,5.6|. Procedure details: Prepared in 70% yield as described in Example 1 starting from 6α-methylandrostane-3,17-dione (II-ai, Prepn. 19) and 3-(R)-pyrrolidinyloxyamine dihydrochloride (III-e, Prepn. 5). The crude product was dissolved in H2O and freeze-dried to give the title compound I-ax. 1H-NMR (300 MHz, DMSO-d6, ppm from TMS): δ 9.03 (2H, bb), 4.73 (1H, m), 3.30-3.02 (5H, m), 2.45-0.56 (22H, m), 0.87 (3H, m), 0.84 (3H, s), 0.78 (3H, s).